Dataset: the Open Reaction Database (ORD), a public repository of structured organic reaction records. Task: describe an organic reaction: reactants, conditions, products, and yield Starting materials: C(C1=CC=CC=C1)OC(=O)NCC(CCC(C(=O)N1[C@H](C(=O)O)CCC1)NC(CCC1=CC=CC=C1)C(=O)O)O (N-[6-Benzyloxycarbonylamino-2-(1-carboxy-3-phenylpropylamino)-5-hydroxyhexanoyl]-L-proline). Reagents/catalysts: [Pd] (Pd/C). Solvent: C(C)O (ethanol). Yields the product NCC(CCC(C(=O)N1[C@H](C(=O)O)CCC1)NC(CCC1=CC=CC=C1)C(=O)O)O (N-[6-Amino-2-(1-carboxy-3-phenylpropylamino)-5-hydroxyhexanoyl]-L-proline). As a reaction SMILES: C(OC([NH:11][CH2:12][CH:13]([OH:40])[CH2:14][CH2:15][CH:16]([NH:27][CH:28]([C:37]([OH:39])=[O:38])[CH2:29][CH2:30][C:31]1[CH:36]=[CH:35][CH:34]=[CH:33][CH:32]=1)[C:17]([N:19]1[CH2:26][CH2:25][CH2:24][C@H:20]1[C:21]([OH:23])=[O:22])=[O:18])=O)C1C=CC=CC=1>C(O)C.[Pd]>[NH2:11][CH2:12][CH:13]([OH:40])[CH2:14][CH2:15][CH:16]([NH:27][CH:28]([C:37]([OH:39])=[O:38])[CH2:29][CH2:30][C:31]1[CH:32]=[CH:33][CH:34]=[CH:35][CH:36]=1)[C:17]([N:19]1[CH2:26][CH2:25][CH2:24][C@H:20]1[C:21]([OH:23])=[O:22])=[O:18]. Procedure: Compound VII in ethanol was hydrogenated at 40 psi at room temperature for 24 hours using 10% Pd/C. Filtration, purification over LH-20 and freeze drying gave VIII. The yield is 67.0%. Product: C(C1=CC=CC=C1)NC(=O)C1=C(N=C(S1)N1N=NC(=C1)[C@@H](C1=CC=CC=C1)O)C ((R)—N-benzyl-2-(4-(hydroxy(phenyl)methyl)-1H-1,2,3-triazol-1-yl)-4-methylthiazole-5-carboxamide). The reactants are C1(=CC=CC=C1)C#C (phenylacetylene), C1(=CC=CC=C1)[C@@H](C#C)O ((R)-1-phenyl-2-propyn-1-ol), N(=[N+]=[N-])C=1SC(=C(N1)C)C(=O)NCC1=CC=CC=C1 (2-azido-N-benzyl-4-methylthiazole-5-carboxamide). As a reaction SMILES: C1(C#C)C=CC=CC=1.[C:9]1([C@H:15]([OH:18])[C:16]#[CH:17])[CH:14]=[CH:13][CH:12]=[CH:11][CH:10]=1.[N:19]([C:22]1[S:23][C:24]([C:28]([NH:30][CH2:31][C:32]2[CH:37]=[CH:36][CH:35]=[CH:34][CH:33]=2)=[O:29])=[C:25]([CH3:27])[N:26]=1)=[N+:20]=[N-:21]>>[CH2:31]([NH:30][C:28]([C:24]1[S:23][C:22]([N:19]2[CH:17]=[C:16]([C@H:15]([OH:18])[C:9]3[CH:14]=[CH:13][CH:12]=[CH:11][CH:10]=3)[N:21]=[N:20]2)=[N:26][C:25]=1[CH3:27])=[O:29])[C:32]1[CH:33]=[CH:34][CH:35]=[CH:36][CH:37]=1. Procedure details: Following the procedure as described in Example 10, making variations as necessary to replace phenylacetylene with (R)-1-phenyl-2-propyn-1-ol to react with 2-azido-N-benzyl-4-methylthiazole-5-carboxamide, the title compound was obtained as a white solid in 67% yield: mp 146-149° C. (ethyl acetate/hexanes); 1H NMR (300 MHz, CDCl3) δ 8.12 (s, 1H), 7.50-7.31 (m, 10H), 6.13-6.08 (m, 2H), 4.61 (d, J=6.0 Hz, 2H), 2.96 (d, J=3.0 Hz, 1H), 2.64 (s, 3H); 13C NMR (75 MHz, CDCl3) δ 160.8, 155.2, 152.9, 152.... The product is CC(C)(C)OC(=O)N1CCC2CN(c3ccc(Cl)nc3)CC21. Reactants: CC(C)(C)[O-], Clc1ccc(I)cn1, CC(C)(C)OC(=O)N1CCC2CNCC21, [Na+]. RXN SMILES: [CH3:24][C:25]([CH3:26])([O-:27])[CH3:28].[Cl:16][c:17]1[n:18][cH:19][c:20]([I:23])[cH:21][cH:22]1.[N:1]1([C:9](=[O:10])[O:11][C:12]([CH3:13])([CH3:14])[CH3:15])[CH:2]2[CH:3]([CH2:4][CH2:5]1)[CH2:6][NH:7][CH2:8]2.[Na+:29]>>[N:1]1([C:9](=[O:10])[O:11][C:12]([CH3:13])([CH3:14])[CH3:15])[CH:2]2[CH:3]([CH2:4][CH2:5]1)[CH2:6][N:7]([c:20]1[cH:19][n:18][c:17]([Cl:16])[cH:22][cH:21]1)[CH2:8]2. Reactants: Nc1ncc(Br)nc1-c1nnc(-c2ccc(CBr)cc2)o1, O=C([O-])[O-], CN, [Na+], [Na+], C1CCOC1, O. The product is CNCc1ccc(-c2nnc(-c3nc(Br)cnc3N)o2)cc1. RXN SMILES: [Br:1][c:2]1[n:3][c:4](-[c:9]2[o:10][c:11](-[c:14]3[cH:15][cH:16][c:17]([CH2:20][Br:21])[cH:18][cH:19]3)[n:12][n:13]2)[c:5]([NH2:8])[n:6][cH:7]1.[C:22](=[O:23])([O-:24])[O-:25].[CH3:28][NH2:29].[Na+:26].[Na+:27].[O:30]1[CH2:31][CH2:32][CH2:33][CH2:34]1.[OH2:35]>>[Br:1][c:2]1[n:3][c:4](-[c:9]2[o:10][c:11](-[c:14]3[cH:15][cH:16][c:17]([CH2:20][NH:29][CH3:28])[cH:18][cH:19]3)[n:12][n:13]2)[c:5]([NH2:8])[n:6][cH:7]1. Starting materials: CCC(CC)c1cc(C)nn2c(-c3scc(Br)c3C)c(C)nc12, Cn1ncnc1Br, C1CCOC1, CCOC(C)=O. Yields the product CCC(CC)c1cc(C)nn2c(-c3scc(-c4ncnn4C)c3C)c(C)nc12. As a reaction SMILES: [Br:13][c:14]1[c:15]([CH3:35])[c:16](-[c:19]2[c:20]([CH3:34])[n:21][c:22]3[n:23]2[n:24][c:25]([CH3:33])[cH:26][c:27]3[CH:28]([CH2:29][CH3:30])[CH2:31][CH3:32])[s:17][cH:18]1.[Br:6][c:7]1[n:8][cH:9][n:10][n:11]1[CH3:12].[CH2:1]1[O:2][CH2:3][CH2:4][CH2:5]1.[CH3:36][CH2:37][O:38][C:39]([CH3:40])=[O:41]>>[c:7]1(-[c:14]2[c:15]([CH3:35])[c:16](-[c:19]3[c:20]([CH3:34])[n:21][c:22]4[n:23]3[n:24][c:25]([CH3:33])[cH:26][c:27]4[CH:28]([CH2:29][CH3:30])[CH2:31][CH3:32])[s:17][cH:18]2)[n:8][cH:9][n:10][n:11]1[CH3:12]. The reactants are ON1C(SC=C1C)=S (3-hydroxy-4-methylthiazol-2(3H)-thione), C(O)([O-])=O.[Na+] (sodium hydrogen carbonate), C(C1=CC=CC=C1)(=O)Cl (benzoyl chloride). Solvent: O (water). Reaction conditions: time 8 hour. Product: C(C1=CC=CC=C1)(=O)ON1C(SC=C1C)=S (3-benzoyloxy-4-methylthiazol-2(3H)-thione). Reaction SMILES: [OH:1][N:2]1[C:6]([CH3:7])=[CH:5][S:4][C:3]1=[S:8].C(=O)([O-])O.[Na+].[C:14](Cl)(=[O:21])[C:15]1[CH:20]=[CH:19][CH:18]=[CH:17][CH:16]=1>O>[C:14]([O:1][N:2]1[C:6]([CH3:7])=[CH:5][S:4][C:3]1=[S:8])(=[O:21])[C:15]1[CH:20]=[CH:19][CH:18]=[CH:17][CH:16]=1 |f:1.2|. Reported procedure: 0.735 parts of 3-hydroxy-4-methylthiazol-2(3H)-thione were stirred in 50 parts of water and 0.84 parts of sodium hydrogen carbonate. The solution was screened and 0.9 parts of benzoyl chloride were added. The reaction mixture was stirred overnight at room temperature. A precipitate was formed which was separated by filtration, washed with cold water and recrystallised from ethanol to give 3-benzoyloxy-4-methylthiazol-2(3H)-thione, m.pt. 100°-102° C. By analysis the composition was found to be C ... The reactants are O=C(n1ccnc1)n1ccnc1, CCOC(=O)CC(=O)O, [Mg], C1CCOC1, O=C(O)CCCn1ccnc1. Product: CCOC(=O)CC(=O)CCCn1ccnc1. RXN SMILES: [C:12]([n:13]1[cH:14][cH:15][n:16][cH:17]1)([n:18]1[cH:19][cH:20][n:21][cH:22]1)=[O:23].[CH2:25]([CH3:26])[O:27][C:28]([CH2:29][C:30]([OH:31])=[O:32])=[O:33].[Mg:24].[O:34]1[CH2:35][CH2:36][CH2:37][CH2:38]1.[n:1]1([CH2:6][CH2:7][CH2:8][C:9](=[O:10])[OH:11])[cH:2][n:3][cH:4][cH:5]1>>[n:1]1([CH2:6][CH2:7][CH2:8][C:9](=[O:11])[CH2:29][C:28]([O:27][CH2:25][CH3:26])=[O:33])[cH:2][n:3][cH:4][cH:5]1. The reactants are Cl (HCl), [OH-].[Na+] (NaOH), OO (H2O2), ClC=1C=CC(=C(C1)NC(C1=CC=CC=C1)=O)C#N (N-(5-chloro-2-cyanophenyl)benzamide). Run in O (H2O). Run at temperature 80 celsius, time 1 day. Product: ClC1=CC=C2C(NC(=NC2=C1)C1=CC=CC=C1)=O (7-Chloro-2-phenylquinazolin-4(3H)-one). RXN SMILES: [Cl:1][C:2]1[CH:3]=[CH:4][C:5]([C:17]#[N:18])=[C:6]([NH:8][C:9](=O)[C:10]2[CH:15]=[CH:14][CH:13]=[CH:12][CH:11]=2)[CH:7]=1.[OH-:19].[Na+].OO.Cl>O>[Cl:1][C:2]1[CH:7]=[C:6]2[C:5]([C:17](=[O:19])[NH:18][C:9]([C:10]3[CH:15]=[CH:14][CH:13]=[CH:12][CH:11]=3)=[N:8]2)=[CH:4][CH:3]=1 |f:1.2|. Reported procedure: To a suspension of N-(5-chloro-2-cyanophenyl)benzamide (150 mg, 0.58 mmol) in H2O (5 mL) was added in sequence NaOH (100 mg, 2.5 mmol) and H2O2 (30% in H2O, 0.25 mL, 2.2 mmol). The reaction was heated to 80° C. for 24 h then cooled to rt and stirred at rt for 1 d. Aq HCl (2 M, 6 mL) was added forming a thick precipitate that was collected by a filtration. The filter cake was washed with H2O several times affording the title compound as a creamy-white solid; MS (ES+): m/z 257.1 (100) [MH+]; HPLC:... Starting materials: C(#N)NC(=N)N (cyanoguanidine), C(C)(C)N(C(C)C)CC (N,N-diisopropylethylamine), [F-].[Cs+] (Cesium fluoride), ClC1=C(C(=C(C=C1)N=C=NC1=C(C(=CC=C1)F)C)O[Si](C)(C)C(C)(C)C)S(=O)(=O)N(C)C (N-[4-chloro-2-tert-butyldimethylsilyloxy-3-(N″,N″-dimethylaminosulfonyl)phenyl]-N′-(2-methyl-3-fluorophenyl)carbodiimide), N#CN (cyanamide). Yields the product ClC1=C(C(=C(C=C1)N(C(=N)NC1=C(C(=CC=C1)F)C)C#N)O)S(=O)(=O)N(C)C (N-[4-Chloro-2-hydroxy-3-(N″,N″-dimethylaminosulfonyl)phenyl]-N′-(2-methyl-3-fluorophenyl)cyanoguanidine). Isolated yield 44.0%. Reaction SMILES: [C:1](NC(N)=N)#[N:2].[Cl:7][C:8]1[CH:13]=[CH:12][C:11]([N:14]=[C:15]=[N:16][C:17]2[CH:22]=[CH:21][CH:20]=[C:19]([F:23])[C:18]=2[CH3:24])=[C:10]([O:25][Si](C(C)(C)C)(C)C)[C:9]=1[S:33]([N:36]([CH3:38])[CH3:37])(=[O:35])=[O:34].[N:39]#CN.C(N(CC)C(C)C)(C)C.[F-].[Cs+]>>[Cl:7][C:8]1[CH:13]=[CH:12][C:11]([N:14]([C:1]#[N:2])[C:15]([NH:16][C:17]2[CH:22]=[CH:21][CH:20]=[C:19]([F:23])[C:18]=2[CH3:24])=[NH:39])=[C:10]([OH:25])[C:9]=1[S:33]([N:36]([CH3:37])[CH3:38])(=[O:35])=[O:34] |f:4.5|. Procedure details: Following the general procedure for cyanoguanidine formation outlined in example 12, N-[4-chloro-2-tert-butyldimethylsilyloxy-3-(N″,N″-dimethylaminosulfonyl)phenyl]-N′-(2-methyl-3-fluorophenyl)carbodiimide (320 mg, 0.64 mmol), cyanamide (108 mg, 2.56 mmol) and N,N-diisopropylethylamine (99 mg, 0.77 mmol) were reacted, followed by desilylation with Cesium fluoride (117 mg, 0.77 mmol) to form the desired product (120 mg, 44%). EI-MS m/z 426.2 (M+). 1H NMR (DMSO-d6) δ 2.12 (s, 3H), 2.86 (s, 6H), 7....